This data is from the Open Reaction Database (ORD), a public repository of structured organic reaction records. The task is: describe an organic reaction: reactants, conditions, products, and yield The reactants are BrC(=C(F)F)F (Bromotrifluoroethylene), C(=O)=O (dry ice), COCCC(Br)C1=CC=C(C=C1)Cl (3-(4-chlorophenyl)-3-bromopropyl methyl ether), cuprous bromide. The reagents and catalysts are [Zn] (zinc), CC1=CC[C@@H](CC1)C(=C)C (limonene). Run in CN(C=O)C (N,N-dimethylformamide), CN(C=O)C (N,N-dimethylformamide). Run at temperature 60 celsius, time 30 minute. The product is ClC1=CC=C(C=C1)C(C(=C(F)F)F)CCOC (1-Chloro-4-[2,3,3-trifluoro-1-(2-methoxyethyl)-2-propenyl]benzene). The yield is 13.1%. Reaction SMILES: Br[C:2]([F:6])=[C:3]([F:5])[F:4].C(=O)=O.[CH3:10][O:11][CH2:12][CH2:13][CH:14]([C:16]1[CH:21]=[CH:20][C:19]([Cl:22])=[CH:18][CH:17]=1)Br>CN(C)C=O.CC1CC[C@@H](C(C)=C)CC=1.[Zn]>[Cl:22][C:19]1[CH:18]=[CH:17][C:16]([CH:14]([CH2:13][CH2:12][O:11][CH3:10])[C:2]([F:6])=[C:3]([F:5])[F:4])=[CH:21][CH:20]=1. Procedure: Bromotrifluoroethylene (41.5 g, 257 mmol) was distilled (dry ice condenser) into a flask containing zinc (13.6 g, 208 mmol) and N,N-dimethylformamide (153 ml), and the resulting mixture was heated at approximately 60° C. for two hours. The reaction mixture was purged with nitrogen for one hour, cooled to −8° C., treated with cuprous bromide (29.83 g, 208 mmol), and stirred for 30 minutes without external cooling. 3-(4-chlorophenyl)-3-bromopropyl methyl ether (17.06 g, 64.7 mmol) in N,N-dimethylf... The reactants are CS(=O)(=O)c1cccc([N+](=O)[O-])c1NC1CC1, COC(=O)c1cccc(N)c1NC1CC1. The product is CS(=O)(=O)c1cccc(N)c1NC1CC1. RXN SMILES: [CH:16]1([NH:19][c:20]2[c:21]([S:29](=[O:30])(=[O:31])[CH3:32])[cH:22][cH:23][cH:24][c:25]2[N+:26]([O-:27])=[O:28])[CH2:17][CH2:18]1.[NH2:1][c:2]1[c:3]([NH:4][CH:5]2[CH2:6][CH2:7]2)[c:8]([C:12]([O:13][CH3:14])=[O:15])[cH:9][cH:10][cH:11]1>>[CH:16]1([NH:19][c:20]2[c:21]([S:29](=[O:30])(=[O:31])[CH3:32])[cH:22][cH:23][cH:24][c:25]2[NH2:26])[CH2:17][CH2:18]1. Starting materials: C(C)OCCN1C(=NC2=C1C=CC=C2)NC2CCNCC2 ((1-(2-ethyoxyethyl)-1H-benzimidazol-2-yl)(piperidin-4-yl)amine), C(C1=CC=CC=C1)(=O)N1CC(CC1)(CCOS(=O)(=O)C)C1=CC=CC=C1 (1-benzoyl-3-phenyl-3-(2-methanesulfonyloxyethyl)pyrrolidine). Product: C(C1=CC=CC=C1)(=O)N1CC(CC1)(C1=CC=CC=C1)CCN1CCC(CC1)NC1=NC2=C(N1CCOCC)C=CC=C2 (1-benzoyl-3-(2-(4-(1-(2-ethoxyethyl)-1H-benzimidazol-2-yl-amino)piperidin-1-yl)ethyl)-3-phenylpyrrolidine). Reaction SMILES: [CH2:1]([O:3][CH2:4][CH2:5][N:6]1[C:10]2[CH:11]=[CH:12][CH:13]=[CH:14][C:9]=2[N:8]=[C:7]1[NH:15][CH:16]1[CH2:21][CH2:20][NH:19][CH2:18][CH2:17]1)[CH3:2].[C:22]([N:30]1[CH2:34][CH2:33][C:32]([C:42]2[CH:47]=[CH:46][CH:45]=[CH:44][CH:43]=2)([CH2:35][CH2:36]OS(C)(=O)=O)[CH2:31]1)(=[O:29])[C:23]1[CH:28]=[CH:27][CH:26]=[CH:25][CH:24]=1>>[C:22]([N:30]1[CH2:34][CH2:33][C:32]([CH2:35][CH2:36][N:19]2[CH2:18][CH2:17][CH:16]([NH:15][C:7]3[N:6]([CH2:5][CH2:4][O:3][CH2:1][CH3:2])[C:10]4[CH:11]=[CH:12][CH:13]=[CH:14][C:9]=4[N:8]=3)[CH2:21][CH2:20]2)([C:42]2[CH:47]=[CH:46][CH:45]=[CH:44][CH:43]=2)[CH2:31]1)(=[O:29])[C:23]1[CH:24]=[CH:25][CH:26]=[CH:27][CH:28]=1. Reported procedure: Prepare by the method of Example 1.6 using (1-(2-ethyoxyethyl)-1H-benzimidazol-2-yl)(piperidin-4-yl)amine and 1-benzoyl-3-phenyl-3-(2-methanesulfonyloxyethyl)pyrrolidine to give the title compound. The reactants are CCO, [Cl-], Cl, O=C(O)Cc1cccn1-c1ccccc1[N+](=O)[O-], [Na+], [Na+], O=C([O-])[O-], O, O. Yields the product O=C1Cc2cccn2-c2ccccc2N1. As a reaction SMILES: [CH3:28][CH2:29][OH:30].[Cl-:21].[ClH:31].[N+:1]([O-:3])([c:4]1[c:5](-[n:10]2[c:11]([CH2:15][C:16](=[O:2])[OH:18])[cH:12][cH:13][cH:14]2)[cH:6][cH:7][cH:8][cH:9]1)=[O:17].[Na+:22].[Na+:23].[O-:24][C:25](=[O:26])[O-:27].[OH2:19].[OH2:20]>>[NH:1]1[c:4]2[c:5]([cH:6][cH:7][cH:8][cH:9]2)-[n:10]2[c:11]([cH:12][cH:13][cH:14]2)[CH2:15][C:16]1=[O:18].